From a dataset of the Open Reaction Database (ORD), a public repository of structured organic reaction records. describe an organic reaction: reactants, conditions, products, and yield Starting materials: O=C[O-], O=Cc1cc(C(F)(F)F)c[nH]c1=O, O=CO, Cl, NO, [Na+], O. Yields the product N#Cc1cc(C(F)(F)F)c[nH]c1=O. RXN SMILES: [CH:17]([O-:18])=[O:19].[CH:1](=[O:2])[c:3]1[c:4](=[O:13])[nH:5][cH:6][c:7]([C:9]([F:10])([F:11])[F:12])[cH:8]1.[CH:22]([OH:23])=[O:24].[ClH:14].[NH2:15][OH:16].[Na+:20].[OH2:21]>>[C:1]([c:3]1[c:4](=[O:13])[nH:5][cH:6][c:7]([C:9]([F:10])([F:11])[F:12])[cH:8]1)#[N:15]. Starting materials: CN1C(COC2=C1C=CC(=C2)C(C(CC(=O)OC)C)=O)=O (Methyl 4-(3,4-dihydro-4-methyl-3-oxo-1,4(2H)-benzoxazin-7-yl)-4-oxo-3-methylbutyrate), NN (hydrazine). Product: CN1C(COC2=C1C=CC(=C2)C=2C(CC(NN2)=O)C)=O (6-(3,4-Dihydro-4-methyl-3-oxo-1,4(2H)-benzoxazin-7-yl)-2,3,4,5-tetrahydro-5-methylpyridazin-3-one). As a reaction SMILES: [CH3:1][N:2]1[C:7]2[CH:8]=[CH:9][C:10]([C:12](=O)[CH:13]([CH3:19])[CH2:14][C:15](OC)=[O:16])=[CH:11][C:6]=2[O:5][CH2:4][C:3]1=[O:21].[NH2:22][NH2:23]>>[CH3:1][N:2]1[C:7]2[CH:8]=[CH:9][C:10]([C:12]3[CH:13]([CH3:19])[CH2:14][C:15](=[O:16])[NH:22][N:23]=3)=[CH:11][C:6]=2[O:5][CH2:4][C:3]1=[O:21]. Procedure details: Methyl 4-(3,4-dihydro-4-methyl-3-oxo-1,4(2H)-benzoxazin-7-yl)-4-oxo-3-methylbutyrate was treated with hydrazine as in example 1 to give the title compound, mp 188°-190° C.